describe an organic reaction: reactants, conditions, products, and yield From a dataset of the Open Reaction Database (ORD), a public repository of structured organic reaction records. Starting materials: C1(=C(C(=CC(=C1)C)C)[Mg]Br)C (mesitylmagnesium bromide), P(C(C)(C)C)(C(C)(C)C)C(C)(C)C (PtBu3), BrC=1CC2=CC=CC=C2C1 (2-bromo-1H-indene), white solid. Reagents/catalysts: C=1C=CC(=CC1)/C=C/C(=O)/C=C/C2=CC=CC=C2.C=1C=CC(=CC1)/C=C/C(=O)/C=C/C2=CC=CC=C2.[Pd] (Pd(dba)2). The solvent is C1CCOC1 (THF), [Cl-].[Na+].O (brine). Conditions: time 48 hour. Yields the product C1(=C(C(=CC(=C1)C)C)C=1CC2=CC=CC=C2C1)C (2-Mesityl-1H-indene). As a reaction SMILES: [C:1]1([CH3:11])[CH:6]=[C:5]([CH3:7])[CH:4]=[C:3]([CH3:8])[C:2]=1[Mg]Br.P(C(C)(C)C)(C(C)(C)C)C(C)(C)C.Br[C:26]1[CH2:27][C:28]2[C:33]([CH:34]=1)=[CH:32][CH:31]=[CH:30][CH:29]=2>C1COCC1.[Cl-].[Na+].O.C1C=CC(/C=C/C(/C=C/C2C=CC=CC=2)=O)=CC=1.C1C=CC(/C=C/C(/C=C/C2C=CC=CC=2)=O)=CC=1.[Pd]>[C:1]1([CH3:11])[CH:6]=[C:5]([CH3:7])[CH:4]=[C:3]([CH3:8])[C:2]=1[C:26]1[CH2:34][C:33]2[C:28]([CH:27]=1)=[CH:29][CH:30]=[CH:31][CH:32]=2 |f:4.5.6,7.8.9|. Reported procedure: A mixture of 50.0 ml (20.0 mmol) of 0.4 M mesitylmagnesium bromide in THF, 230 mg (0.40 mmol) of Pd(dba)2, 162 mg (0.80 mmol) of PtBu3, and 3.90 g (20.0 mmol) of 2-bromo-1H-indene was stirred for 48 h at ambient temperature. Then, to the resulting mixture 200 ml of brine was added. The organic layer was separated, and the aqueous layer was extracted with 3×100 ml of ether. The combined organic fractions were dried over K2CO3 and then evaporated to dryness. The product was isolated by flash chrom... Starting materials: BrNC(CCC(=O)N)=O (N-Bromosuccinamide), CC1=NSC2=NC=CC=C21 (3-methylisothiazolo[5,4-b]pyridine), C(C1=CC=CC=C1)(=O)OOC(C1=CC=CC=C1)=O (Benzoyl peroxide). The product is BrCC1=NSC2=NC=CC=C21 (3-(bromomethyl)isothiazolo[5,4-b]pyridine). RXN SMILES: [Br:1]NC(=O)CCC(N)=O.[CH3:10][C:11]1[C:19]2[C:14](=[N:15][CH:16]=[CH:17][CH:18]=2)[S:13][N:12]=1.C(OOC(=O)C1C=CC=CC=1)(=O)C1C=CC=CC=1>C(Cl)(Cl)(Cl)Cl>[Br:1][CH2:10][C:11]1[C:19]2[C:14](=[N:15][CH:16]=[CH:17][CH:18]=2)[S:13][N:12]=1. Procedure: N-Bromosuccinamide (10.7 mmol) was added to a solution of 3-methylisothiazolo[5,4-b]pyridine (10.0 mmol) in carbontetrachloride (20 mL). Benzoyl peroxide (0.82 mmol) was added and the reaction mixture was heated at reflux for 48 h. The reaction mixture was filtered through Celite (ethyl acetate) and the eluent was concentrated to provide crude 3-(bromomethyl)isothiazolo[5,4-b]pyridine as a yellow solid. Run in C(Cl)(Cl)(Cl)Cl (carbontetrachloride). Reactants: C(CC)[Mg]Cl (propyl magnesium chloride), FC=1C=C(C(=O)N(C)OC)C=CC1 (3-fluoro-N-methoxy-N-methylbenzamide), [Cl-].[NH4+] (ammonium chloride). Solvent: C1CCOC1 (THF). Run at temperature -10 celsius, time 75 minute. The product is FC=1C=C(C=CC1)C(CCC)=O (1-(3Fluorophenyl)butan-1-one). Reaction SMILES: [F:1][C:2]1[CH:3]=[C:4]([CH:11]=[CH:12][CH:13]=1)[C:5](N(OC)C)=[O:6].[CH2:14]([Mg]Cl)[CH2:15][CH3:16].[Cl-].[NH4+]>C1COCC1>[F:1][C:2]1[CH:3]=[C:4]([C:5](=[O:6])[CH2:14][CH2:15][CH3:16])[CH:11]=[CH:12][CH:13]=1 |f:2.3|. Procedure: To a solution of 3-fluoro-N-methoxy-N-methylbenzamide (130 mg, 0.71 mmol) in dry THF (2 mL) cooled to −10° C. was added propyl magnesium chloride (532 μl, 2M solution in ether, 1.1 mmol) under nitrogen. The solution was stirred at −10° C. for 1 h and at room temperature for 75 min. The solution was the poured into saturated aqueous ammonium chloride and the product extracted into ethyl acetate (3×25 mL). The organic layers were combined, washed with brine, dried (MgSO4) and concentrated to give ...